This data is from the Open Reaction Database (ORD), a public repository of structured organic reaction records. The task is: describe an organic reaction: reactants, conditions, products, and yield The reactants are ClCN1C(C(N(CC1)CC)=O)=O (1-(chloromethyl)-4-ethyl-piperazine-2,3-dione), C(C)(=S)[O-].[K+] (potassium thioacetate). Reaction conditions: temperature 0 celsius. The product is C(C)(=O)SCN1C(C(N(CC1)CC)=O)=O (1-(acetylthiomethyl)-4- ethyl-piperazine-2,3-dione). Isolated yield 44.0%. As a reaction SMILES: Cl[CH2:2][N:3]1[CH2:8][CH2:7][N:6]([CH2:9][CH3:10])[C:5](=[O:11])[C:4]1=[O:12].[C:13]([O-:16])(=[S:15])[CH3:14].[K+]>>[C:13]([S:15][CH2:2][N:3]1[CH2:8][CH2:7][N:6]([CH2:9][CH3:10])[C:5](=[O:11])[C:4]1=[O:12])(=[O:16])[CH3:14] |f:1.2|. Reported procedure: To a solution of crude 1-(chloromethyl)-4-ethyl-piperazine-2,3-dione (170 mg, 0.9 mmol) in CDCl3 (1 ml) solid potassium thioacetate (123 mg, 1.08 mmol) was added with stirring at 0° C. The reaction mixxture was allowed to stir at room temperature overnight. The mixture was centifuged and the supernatant solution collected. The residual solid (KCl) was washed with CDCl3 (2 ml) and the organic solutions combined and the solvent removed in vacuo. The residue was chromatographed on silica gel (6 g, ... Starting materials: Nc1ncc(Br)nc1OCc1c(F)ccc(F)c1Cl, O=C(O)c1ccc(B(O)O)s1. The product is Nc1ncc(-c2ccc(C(=O)O)s2)nc1OCc1c(F)ccc(F)c1Cl. RXN SMILES: [Br:1][c:2]1[n:3][c:4]([O:9][CH2:10][c:11]2[c:12]([Cl:19])[c:13]([F:18])[cH:14][cH:15][c:16]2[F:17])[c:5]([NH2:8])[n:6][cH:7]1.[C:20](=[O:21])([OH:22])[c:23]1[cH:24][cH:25][c:26]([B:28]([OH:29])[OH:30])[s:27]1>>[c:2]1(-[c:26]2[cH:25][cH:24][c:23]([C:20](=[O:21])[OH:22])[s:27]2)[n:3][c:4]([O:9][CH2:10][c:11]2[c:12]([Cl:19])[c:13]([F:18])[cH:14][cH:15][c:16]2[F:17])[c:5]([NH2:8])[n:6][cH:7]1. Starting materials: C(C=C)OC(=O)O[C@H](C)[C@@H]1[C@@H]2N(C(=C([C@@H]2C)CN2S(N(C=3C2=CC2=CC=CC=C2C3)C)(=O)=O)C(=O)OCC=C)C1=O (allyl (1S,5R,6S)-6-[1(R)-allyloxycarbonyloxy-ethyl]-1-methyl-2-(3-methyl-2,2-dioxo-2,3-dihydro-2-thia-1,3-diaza-cyclopenta[b]naphthalen-1-yl-methyl)-carbapen-2-em-3-carboxylate), C(C)C(C(=O)O)CCCC (2-ethyl-hexanoic acid), C(C)(=O)OCC (ethyl acetate), C1(=CC=CC=C1)P(C1=CC=CC=C1)C1=CC=CC=C1 (triphenylphosphine), C(C)C(C(=O)[O-])CCCC.[Na+] (sodium 2-ethyl-hexanoate). Reagents/catalysts: C=1C=CC(=CC1)[P](C=2C=CC=CC2)(C=3C=CC=CC3)[Pd]([P](C=4C=CC=CC4)(C=5C=CC=CC5)C=6C=CC=CC6)([P](C=7C=CC=CC7)(C=8C=CC=CC8)C=9C=CC=CC9)[P](C=1C=CC=CC1)(C=1C=CC=CC1)C=1C=CC=CC1 (tetrakis(triphenylphosphine)palladium(0)). The solvent is C(C)OCC (ethyl ether), ClCCl (dichloromethane). Reaction conditions: time 15 minute. The product is O[C@H](C)[C@@H]1[C@@H]2N(C(=C([C@@H]2C)CN2S(N(C=3C2=CC2=CC=CC=C2C3)C)(=O)=O)C(=O)[O-])C1=O.[Na+] (Sodium (1S,5R,6S)-6-[1(R)-hydroxy-ethyl]-1-methyl-2-(3-methyl-2,2-dioxo-2,3-dihydro-2-thia-1,3-diaza-cyclopenta[b]naphthalen-1-yl-methyl)-carbapen-2-em-3-carboxylate). Reaction SMILES: C(OC([O:7][C@@H:8]([C@H:10]1[C:40](=[O:41])[N:12]2[C:13]([C:34]([O:36]CC=C)=[O:35])=[C:14]([CH2:17][N:18]3[C:22]4=[CH:23][C:24]5[C:29]([CH:30]=[C:21]4[N:20]([CH3:31])[S:19]3(=[O:33])=[O:32])=[CH:28][CH:27]=[CH:26][CH:25]=5)[C@H:15]([CH3:16])[C@H:11]12)[CH3:9])=O)C=C.C1(P(C2C=CC=CC=2)C2C=CC=CC=2)C=CC=CC=1.C(C(CCCC)C([O-])=O)C.[Na+:71].C(OCC)(=O)C.C(C(CCCC)C(O)=O)C>ClCCl.C(OCC)C.C1C=CC([P]([Pd]([P](C2C=CC=CC=2)(C2C=CC=CC=2)C2C=CC=CC=2)([P](C2C=CC=CC=2)(C2C=CC=CC=2)C2C=CC=CC=2)[P](C2C=CC=CC=2)(C2C=CC=CC=2)C2C=CC=CC=2)(C2C=CC=CC=2)C2C=CC=CC=2)=CC=1>[OH:7][C@@H:8]([C@H:10]1[C:40](=[O:41])[N:12]2[C:13]([C:34]([O-:36])=[O:35])=[C:14]([CH2:17][N:18]3[C:22]4=[CH:23][C:24]5[C:29]([CH:30]=[C:21]4[N:20]([CH3:31])[S:19]3(=[O:33])=[O:32])=[CH:28][CH:27]=[CH:26][CH:25]=5)[C@H:15]([CH3:16])[C@H:11]12)[CH3:9].[Na+:71] |f:2.3,9.10,^1:99,101,120,139|. Procedure details: The product from step 1 (52 mg, 0.089 mmol), triphenylphosphine (7 mg, 0.0267 mmol), 0.5M sodium 2-ethyl-hexanoate in ethyl acetate (0.178 mL, 0.089 mmol), 2-ethyl-hexanoic acid (0.014 mL, 0.089 mmol) and tetrakis(triphenylphosphine)palladium(0) (10 mg, 0.0089 mmol) were combined in dichloromethane (1.5 mL). The mixture was stirred at room temperature for 15 minutes, then diluted with ethyl ether (20 mL) and centrifuged. The solid pellet was washed with ether (5 mL) and dried under vacuum to aff... The reactants are [N+](=O)([O-])C1=CC=C2COC(=O)C2=C1 (6-nitrophthalide), CNC (dimethylamine). Run in C(C)O (ethanol). Conditions: time 5 hour. Product: OCC1=C(C(=O)N(C)C)C=C(C=C1)[N+](=O)[O-] (2-hydroxymethyl-5-nitro-N,N-dimethylbenzamide). RXN SMILES: [N+:1]([C:4]1[CH:13]=[C:12]2[C:7]([CH2:8][O:9][C:10]2=[O:11])=[CH:6][CH:5]=1)([O-:3])=[O:2].[CH3:14][NH:15][CH3:16]>C(O)C>[OH:9][CH2:8][C:7]1[CH:6]=[CH:5][C:4]([N+:1]([O-:3])=[O:2])=[CH:13][C:12]=1[C:10]([N:15]([CH3:16])[CH3:14])=[O:11]. Procedure details: To a stirred solution of 6-nitrophthalide (2 g.) in ethanol (120 ml.) at room temperature was added dimethylamine (in ethanol 33.3% solution: 50 ml.). After stirring for 5 hours the solvent was evaporated off. The resulting gum was dissolved in ethyl acetate. On addition of petrol 60° - 80° a white solid crystallised out. Starting materials: CN(C)C (Trimethylamine), ClS(=O)(=O)CCC(=O)OC (methyl 3-(chlorosulphonyl)propanoate), CC1=CC=C(S1)CCOCCN (2-[2-(5-Methyl-2-thienyl)ethoxy]ethanamine), hydrochloride salt. Solvent: ClCCl (dichloromethane), ClCCl (dichloromethane). Run at time 8 hour. Yields the product CC1=CC=C(S1)CCOCCNS(=O)(=O)CCC(=O)OC (Methyl 3-[2-[2-(5-methyl-2-thienyl)ethoxy]ethylaminosulphonyl]propanoate). Reaction SMILES: [CH3:1][C:2]1[S:6][C:5]([CH2:7][CH2:8][O:9][CH2:10][CH2:11][NH2:12])=[CH:4][CH:3]=1.CN(C)C.Cl[S:18]([CH2:21][CH2:22][C:23]([O:25][CH3:26])=[O:24])(=[O:20])=[O:19]>ClCCl>[CH3:1][C:2]1[S:6][C:5]([CH2:7][CH2:8][O:9][CH2:10][CH2:11][NH:12][S:18]([CH2:21][CH2:22][C:23]([O:25][CH3:26])=[O:24])(=[O:20])=[O:19])=[CH:4][CH:3]=1. Reported procedure: The product of step c) as the hydrochloride salt (1.50 g) was stirred under nitrogen in dichloromethane (25 ml). Trimethylamine (2.21 ml) was added followed by methyl 3-(chlorosulphonyl)propanoate (1.18 g). The mixture was stirred at room temperature overnight. The solution was diluted with a further amount of dichloromethane and the organics washed with dilute hydrochloric acid then water, then dried (MgSO4). The mixture was filtered and the volatiles removed in vacuo to give the subtitle compo... Yields the product Cc1c[nH]c2c(O)cc3c(c12)C(CO)CN3C(=O)O. RXN SMILES: [CH2:30]1[O:31][CH2:32][CH2:33][CH2:34]1.[CH3:27][CH2:28][OH:29].[OH:1][CH2:2][CH:3]1[c:4]2[c:5]([cH:11][c:12]([O:19][CH2:20][c:21]3[cH:22][cH:23][cH:24][cH:25][cH:26]3)[c:13]3[nH:14][cH:15][c:16]([CH3:18])[c:17]23)[N:6]([C:8](=[O:9])[OH:10])[CH2:7]1>>[OH:1][CH2:2][CH:3]1[c:4]2[c:5]([cH:11][c:12]([OH:19])[c:13]3[nH:14][cH:15][c:16]([CH3:18])[c:17]23)[N:6]([C:8](=[O:9])[OH:10])[CH2:7]1. Starting materials: C1CCOC1, CCO, Cc1c[nH]c2c(OCc3ccccc3)cc3c(c12)C(CO)CN3C(=O)O. Reactants: C1OC=2C=C(N)C=CC2O1 (3,4-methylenedioxyaniline), [N+](=O)([O-])C1=CC=C(C=O)C=C1 (4-nitrobenzaldehyde), C(C)(=O)O (acetic acid), [BH4-].[Na+] (sodium borohydride). Solvent: CO (methanol). Run at time 1 hour. Yields the product [N+](=O)([O-])C1=CC=C(CNC2=CC3=C(C=C2)OCO3)C=C1 (N-(4-Nitrobenzyl)-3,4-methylenedioxyaniline). Reaction SMILES: [CH2:1]1[O:10][C:9]2[CH:8]=[CH:7][C:5]([NH2:6])=[CH:4][C:3]=2[O:2]1.[N+:11]([C:14]1[CH:21]=[CH:20][C:17]([CH:18]=O)=[CH:16][CH:15]=1)([O-:13])=[O:12].C(O)(=O)C.[BH4-].[Na+]>CO>[N+:11]([C:14]1[CH:21]=[CH:20][C:17]([CH2:18][NH:6][C:5]2[CH:7]=[CH:8][C:9]3[O:10][CH2:1][O:2][C:3]=3[CH:4]=2)=[CH:16][CH:15]=1)([O-:13])=[O:12] |f:3.4|. Procedure: A solution of 3,4-methylenedioxyaniline (10 mmol) and 4-nitrobenzaldehyde (10 mmol) in methanol is stirred at ambient temperature for 18 hours. The precipitate obtained is filtered off and washed and then dissolved in tetrahydrofuran. After the addition of acetic acid and sodium borohydride (25 mmol), the reaction mixture is stirred at ambient temperature for 1 hour, then the solvent is evaporated off and the crude residue is purified by chromatography on silica using dichloromethane as eluant.